Task: describe an organic reaction: reactants, conditions, products, and yield. Dataset: the Open Reaction Database (ORD), a public repository of structured organic reaction records The reactants are COC([C@H](CC1=CC=C(C=C1)OS(=O)(=O)C(F)(F)F)NC(=O)OC(C)(C)C)=O ((S)-4-[[(trifluoromethyl)sulfonyl]oxy)-alpha-[[(1,1-dimethylethoxy)carbonyl]amino]benzenepropanoic acid methyl ester), C(C=C)[Sn](CCCC)(CCCC)CCCC (allyltributyl tin), [Cl-].[Li+] (lithium chloride). Reagents/catalysts: Cl[Pd]([P](C1=CC=CC=C1)(C2=CC=CC=C2)C3=CC=CC=C3)([P](C4=CC=CC=C4)(C5=CC=CC=C5)C6=CC=CC=C6)Cl (bis(triphenylphosphine)palladium dichloride). Solvent: CN(C=O)C (dimethylformamide), CCOCC (ether). Yields the product COC([C@H](CC1=CC=C(C=C1)CC=C)NC(=O)OC(C)(C)C)=O ((S)-alpha-[[(1,1-dimethylethoxy)carbonyl]amino]-4-(2-propenyl)benzenepropanoic acid methyl ester). Isolated yield 92.2%. RXN SMILES: [CH3:1][O:2][C:3](=[O:28])[C@@H:4]([NH:20][C:21]([O:23][C:24]([CH3:27])([CH3:26])[CH3:25])=[O:22])[CH2:5][C:6]1[CH:11]=[CH:10][C:9](OS(C(F)(F)F)(=O)=O)=[CH:8][CH:7]=1.[CH2:29]([Sn](CCCC)(CCCC)CCCC)[CH:30]=[CH2:31].[Cl-].[Li+]>CN(C)C=O.CCOCC.Cl[Pd](Cl)([P](C1C=CC=CC=1)(C1C=CC=CC=1)C1C=CC=CC=1)[P](C1C=CC=CC=1)(C1C=CC=CC=1)C1C=CC=CC=1>[CH3:1][O:2][C:3](=[O:28])[C@@H:4]([NH:20][C:21]([O:23][C:24]([CH3:27])([CH3:26])[CH3:25])=[O:22])[CH2:5][C:6]1[CH:11]=[CH:10][C:9]([CH2:31][CH:30]=[CH2:29])=[CH:8][CH:7]=1 |f:2.3,^1:59,78|. Procedure: Argon was passed through a solution of 7.0 g (0.0164 mol) of (S)-4-[[(trifluoromethyl)sulfonyl]oxy)-alpha-[[(1,1-dimethylethoxy)carbonyl]amino]benzenepropanoic acid methyl ester, 5.7 g (0.0165 mol) of allyltributyl tin, and 1.42 g (0.04 mol) of lithium chloride in 50 mL of dimethylformamide for 10 minutes and 210 mg (0.0003 mol) of bis(triphenylphosphine)palladium dichloride was added. The bath temperature was raised to 90°-95° C. for 40 minutes and the mixture was allowed to cool. The mixture w...